Dataset: the Open Reaction Database (ORD), a public repository of structured organic reaction records. Task: describe an organic reaction: reactants, conditions, products, and yield Reactants: C(N)(=O)C(C1=CC=CC=C1)(C1=CC=CC=C1)C1CNCC1 (3-(R,S)-(1-carbamoyl-1,1-diphenylmethyl)pyrrolidine), BrCCC=1C=CC2=C(CCO2)C1 (5-(2-bromoethyl)-2,3-dihydrobenzofuran), C([O-])([O-])=O.[K+].[K+] (potassium carbonate). Run in C(C)#N (acetonitrile). Yields the product C(N)(=O)C(C1=CC=CC=C1)(C1=CC=CC=C1)C1CN(CC1)CCC=1C=CC2=C(CCO2)C1 (3-(R,S)-(1-carbamoyl-1,1-diphenylmethyl)-1-[2-(2,3-dihydrobenzofuran-5-yl)ethyl]pyrrolidine). RXN SMILES: [C:1]([C:4]([CH:17]1[CH2:21][CH2:20][NH:19][CH2:18]1)([C:11]1[CH:16]=[CH:15][CH:14]=[CH:13][CH:12]=1)[C:5]1[CH:10]=[CH:9][CH:8]=[CH:7][CH:6]=1)(=[O:3])[NH2:2].Br[CH2:23][CH2:24][C:25]1[CH:26]=[CH:27][C:28]2[O:32][CH2:31][CH2:30][C:29]=2[CH:33]=1.C(=O)([O-])[O-].[K+].[K+]>C(#N)C>[C:1]([C:4]([CH:17]1[CH2:21][CH2:20][N:19]([CH2:23][CH2:24][C:25]2[CH:26]=[CH:27][C:28]3[O:32][CH2:31][CH2:30][C:29]=3[CH:33]=2)[CH2:18]1)([C:11]1[CH:12]=[CH:13][CH:14]=[CH:15][CH:16]=1)[C:5]1[CH:10]=[CH:9][CH:8]=[CH:7][CH:6]=1)(=[O:3])[NH2:2] |f:2.3.4|. Procedure details: A mixture containing 3-(R,S)-(1-carbamoyl-1,1-diphenylmethyl)pyrrolidine (0.33 g-see Preparation 8), 5-(2-bromoethyl)-2,3-dihydrobenzofuran (0.25 g-see Preparation 13), anhydrous potassium carbonate (0.3 g) and acetonitrile (10 ml) was heated under reflux for 2 hours. The mixture was partitioned between dichloromethane (50 ml) and 10% aqueous potassium carbonate (10 ml), the layers were separated, and the aqueous layer extracted with dichloromethane (3×20 ml). The combined dichloromethane extrac...